Dataset: the Open Reaction Database (ORD), a public repository of structured organic reaction records. Task: describe an organic reaction: reactants, conditions, products, and yield Starting materials: CC1C(=O)N(C)c2nc(N3CCN(Cc4ccccc4)CC3)ncc21, CCO, [H][H]. The product is CC1C(=O)N(C)c2nc(N3CCNCC3)ncc21. As a reaction SMILES: [CH2:1]([c:2]1[cH:3][cH:4][cH:5][cH:6][cH:7]1)[N:8]1[CH2:9][CH2:10][N:11]([c:14]2[n:15][cH:16][c:17]3[c:18]([n:19]2)[N:20]([CH3:25])[C:21](=[O:24])[CH:22]3[CH3:23])[CH2:12][CH2:13]1.[CH3:28][CH2:29][OH:30].[H:26][H:27]>>[NH:8]1[CH2:9][CH2:10][N:11]([c:14]2[n:15][cH:16][c:17]3[c:18]([n:19]2)[N:20]([CH3:25])[C:21](=[O:24])[CH:22]3[CH3:23])[CH2:12][CH2:13]1. Isolated yield 88.4%. The reactants are FC1=C(N)C=C(C(=C1)[N+](=O)[O-])F (2,5-difluoro-4-nitroaniline), C(C)(=O)OC(C)=O (acetic anhydride), C(C)(=O)OC(C)=O (acetic anhydride), O (water). Procedure details: A mixture of 6.0 g (0.034 mole) of 2,5-difluoro-4-nitroaniline, 6.5 g (0.064 mole) of acetic anhydride, and approximately 0.1 g (0.0008 mole) of dimethylaminopyridine in 300 ml of methylene chloride was stirred and heated at reflux for two hours. The reaction mixture was allowed to cool and stir at room temperature for approximately 18 hours. The solvent was removed from the mixture by distillation under reduced pressure, leaving a residue. To this residue was added 32.5 g (0.318 mole) of acetic... Reaction SMILES: [F:1][C:2]1[CH:8]=[C:7]([N+:9]([O-:11])=[O:10])[C:6]([F:12])=[CH:5][C:3]=1[NH2:4].[C:13](OC(=O)C)(=[O:15])[CH3:14].O>C(Cl)Cl.S(=O)(=O)(O)O.CN(C1C=CC=CN=1)C>[F:1][C:2]1[CH:8]=[C:7]([N+:9]([O-:11])=[O:10])[C:6]([F:12])=[CH:5][C:3]=1[NH:4][C:13](=[O:15])[CH3:14]. The product is FC1=C(C=C(C(=C1)[N+](=O)[O-])F)NC(C)=O (N-(2,5-difluoro-4-nitrophenyl)acetamide). The reagents and catalysts are CN(C)C1=NC=CC=C1 (dimethylaminopyridine), S(O)(O)(=O)=O (sulfuric acid). Solvent: C(Cl)Cl (methylene chloride). Starting materials: 134a, [OH-].[Na+] (sodium hydroxide), [BH4-].[Na+] (sodium borohydride), COC(=O)C1(C(CCCCC1)=O)F (1-fluoro2-oxo-1-cycloheptanecarboxylic acid methyl ester). The solvent is CO (methanol), CO (methanol). Reaction conditions: time 2 hour. Yields the product COC(=O)C1(C(CCCCC1)O)F (1-fluoro-2-hydroxycycloheptanecarboxylic acid methyl ester). Yield: 55.3%. RXN SMILES: [OH-].[Na+].[BH4-].[Na+].[CH3:5][O:6][C:7]([C:9]1([F:17])[CH2:15][CH2:14][CH2:13][CH2:12][CH2:11][C:10]1=[O:16])=[O:8]>CO>[CH3:5][O:6][C:7]([C:9]1([F:17])[CH2:15][CH2:14][CH2:13][CH2:12][CH2:11][CH:10]1[OH:16])=[O:8] |f:0.1,2.3|. Procedure: 25 ml of methanol was cooled to 5° C. and 70 mg (1.8 mmol) of sodium hydroxide and 0.14 g (3.7 mmol) of sodium borohydride were added. To the resulting solution was added dropwise in the range of 5° C. to 10° C. 10 ml of a methanol solution of 2.5 g (13.3 mmol) of the 1-fluoro2-oxo-1-cycloheptanecarboxylic acid methyl ester. After stirring at room temperature for 2 hours, the contents were poured into saturated saline, followed by extraction with ethyl acetate. The extract was successively washe... The reactants are S1C(=CC=C1)CC(=O)NC1[C@@H]2N(C(=C(CS2)O)C(=O)OCC2=CC=C(C=C2)[N+](=O)[O-])C1=O (p-nitrobenzyl 7-[2-(2-thienyl)acetamido]-3-hydroxy-3-cephem-4-carboxylate), CN(C)C=O (DMF), C(C(=O)Cl)(=O)Cl (oxalyl chloride), Cl (hydrochloric acid). Solvent: C(C)(=O)OCC (ethyl acetate). Reaction conditions: time 4 hour. Product: S1C(=CC=C1)CC(=O)NC1[C@@H]2N(C(=C(CS2)Cl)C(=O)OCC2=CC=C(C=C2)[N+](=O)[O-])C1=O (p-nitrobenzyl 7-[2-(2-thienyl)acetamido]-3-chloro-3-cephem-4-carboxylate). As a reaction SMILES: [S:1]1[CH:5]=[CH:4][CH:3]=[C:2]1[CH2:6][C:7]([NH:9][CH:10]1[C:31](=[O:32])[N:12]2[C:13]([C:18]([O:20][CH2:21][C:22]3[CH:27]=[CH:26][C:25]([N+:28]([O-:30])=[O:29])=[CH:24][CH:23]=3)=[O:19])=[C:14](O)[CH2:15][S:16][C@H:11]12)=[O:8].CN(C=O)C.C(Cl)(=O)C([Cl:41])=O.Cl>C(OCC)(=O)C>[S:1]1[CH:5]=[CH:4][CH:3]=[C:2]1[CH2:6][C:7]([NH:9][CH:10]1[C:31](=[O:32])[N:12]2[C:13]([C:18]([O:20][CH2:21][C:22]3[CH:27]=[CH:26][C:25]([N+:28]([O-:30])=[O:29])=[CH:24][CH:23]=3)=[O:19])=[C:14]([Cl:41])[CH2:15][S:16][C@H:11]12)=[O:8]. Procedure details: To a solution of 4.39 mg. (0.93 mmole) of p-nitrobenzyl 7-[2-(2-thienyl)acetamido]-3-hydroxy-3-cephem-4-carboxylate in 4.4 ml. of DMF cooled in an ice bath was added dropwise 118 mg. (0.07 ml., 0.93 mmole) of oxalyl chloride. The reaction mixture was allowed to stand for 4 hours at room temperature and was then poured into a mixture of aqueous 5% hydrochloric acid and ethyl acetate. The organic layer was separated and was washed sequentially with 5% hydrochloric acid, water and a saturated solut... The reactants are COC(=O)[C@H]1N(C[C@@H](C1)S(=O)(=O)C1=C(C=CC=C1)C(F)(F)F)C=1N(N=C(C1)C)C ((2S,4R)-1-(2,5-dimethyl-2H-pyrazol-3-yl)-4-(2-trifluoromethyl-benzenesulfonyl)-pyrrolidine-2-carboxylic acid methyl ester), [OH-].[Li+] (lithium hydroxide). Product: CN1N=C(C=C1N1[C@@H](C[C@H](C1)S(=O)(=O)C1=C(C=CC=C1)C(F)(F)F)C(=O)O)C ((2S,4R)-1-(2,5-Dimethyl-2H-pyrazol-3-yl)-4-(2-trifluoromethyl-benzenesulfonyl)-pyrrolidine-2-carboxylic acid). RXN SMILES: C[O:2][C:3]([C@@H:5]1[CH2:9][C@@H:8]([S:10]([C:13]2[CH:18]=[CH:17][CH:16]=[CH:15][C:14]=2[C:19]([F:22])([F:21])[F:20])(=[O:12])=[O:11])[CH2:7][N:6]1[C:23]1[N:24]([CH3:29])[N:25]=[C:26]([CH3:28])[CH:27]=1)=[O:4].[OH-].[Li+]>>[CH3:29][N:24]1[C:23]([N:6]2[CH2:7][C@H:8]([S:10]([C:13]3[CH:18]=[CH:17][CH:16]=[CH:15][C:14]=3[C:19]([F:22])([F:20])[F:21])(=[O:11])=[O:12])[CH2:9][C@H:5]2[C:3]([OH:4])=[O:2])=[CH:27][C:26]([CH3:28])=[N:25]1 |f:1.2|. Procedure details: In analogy to the procedure described in example 253e, (2S,4R)-1-(2,5-dimethyl-2H-pyrazol-3-yl)-4-(2-trifluoromethyl-benzenesulfonyl)-pyrrolidine-2-carboxylic acid methyl ester was saponified in the presence of lithium hydroxide to give the title compound as off-white solid. MS (ESI): m/z=418.2 [M+H]+. Reactants: COc1ccc(C2CCC(=O)CC2)cn1, CS(=O)(=O)n1nc(NCC(=O)NC2CNC2)c2cc(C(F)(F)F)ccc21. The product is COc1ccc(C2CCC(N3CC(NC(=O)CNc4nn(S(C)(=O)=O)c5ccc(C(F)(F)F)cc45)C3)CC2)cn1. As a reaction SMILES: [CH3:27][O:28][c:29]1[cH:30][cH:31][c:32]([CH:35]2[CH2:36][CH2:37][C:38](=[O:41])[CH2:39][CH2:40]2)[cH:33][n:34]1.[NH:1]1[CH2:2][CH:3]([NH:5][C:6]([CH2:7][NH:8][c:9]2[n:10][n:11]([S:22](=[O:23])(=[O:24])[CH3:25])[c:12]3[cH:13][cH:14][c:15]([C:18]([F:19])([F:20])[F:21])[cH:16][c:17]23)=[O:26])[CH2:4]1>>[N:1]1([CH:38]2[CH2:37][CH2:36][CH:35]([c:32]3[cH:31][cH:30][c:29]([O:28][CH3:27])[n:34][cH:33]3)[CH2:40][CH2:39]2)[CH2:2][CH:3]([NH:5][C:6]([CH2:7][NH:8][c:9]2[n:10][n:11]([S:22](=[O:23])(=[O:24])[CH3:25])[c:12]3[cH:13][cH:14][c:15]([C:18]([F:19])([F:20])[F:21])[cH:16][c:17]23)=[O:26])[CH2:4]1.